Dataset: the Open Reaction Database (ORD), a public repository of structured organic reaction records. Task: describe an organic reaction: reactants, conditions, products, and yield Reactants: C1CCOC1, Cc1onc(-c2ccccc2)c1-c1cn(-c2ccc(C(F)(F)F)cc2)cn1, [Li]CCCC, CCOC(=O)Cl, O. Product: CCOC(=O)c1nc(-c2c(-c3ccccc3)noc2C)cn1-c1ccc(C(F)(F)F)cc1. As a reaction SMILES: [CH2:40]1[O:41][CH2:42][CH2:43][CH2:44]1.[CH3:1][c:2]1[c:3](-[c:13]2[n:14][cH:15][n:16](-[c:18]3[cH:19][cH:20][c:21]([C:24]([F:25])([F:26])[F:27])[cH:22][cH:23]3)[cH:17]2)[c:4](-[c:7]2[cH:8][cH:9][cH:10][cH:11][cH:12]2)[n:5][o:6]1.[CH3:28][CH2:29][CH2:30][CH2:31][Li:32].[Cl:33][C:34](=[O:35])[O:36][CH2:37][CH3:38].[OH2:39]>>[CH3:1][c:2]1[c:3](-[c:13]2[n:14][c:15]([C:34](=[O:35])[O:36][CH2:37][CH3:38])[n:16](-[c:18]3[cH:19][cH:20][c:21]([C:24]([F:25])([F:26])[F:27])[cH:22][cH:23]3)[cH:17]2)[c:4](-[c:7]2[cH:8][cH:9][cH:10][cH:11][cH:12]2)[n:5][o:6]1. The reactants are CC(C)C[Al+]CC(C)C, CCOC(=O)c1csc(-c2ccccc2Cl)n1, ClCCl, [F-], [H-], [Na+], O. Product: OCc1csc(-c2ccccc2Cl)n1. RXN SMILES: [CH2:19]([Al+:20][CH2:21][CH:22]([CH3:23])[CH3:24])[CH:25]([CH3:26])[CH3:27].[Cl:1][c:2]1[c:3](-[c:8]2[s:9][cH:10][c:11]([C:13](=[O:14])[O:15][CH2:16][CH3:17])[n:12]2)[cH:4][cH:5][cH:6][cH:7]1.[Cl:31][CH2:32][Cl:33].[F-:28].[H-:18].[Na+:29].[OH2:30]>>[Cl:1][c:2]1[c:3](-[c:8]2[s:9][cH:10][c:11]([CH2:13][OH:14])[n:12]2)[cH:4][cH:5][cH:6][cH:7]1. Starting materials: C(P(OC(C)C)(OC(C)C)=O)P(OC(C)C)(OC(C)C)=O (tetraisopropyl methylenebisphosphonate), C=O (paraformaldehyde), CNC (dimethylamine). Solvent: CO (methanol). The product is C(=C)(P(OC(C)C)(OC(C)C)=O)P(OC(C)C)(OC(C)C)=O (tetraisopropyl ethenylidenebisphosphonate). The yield is 24.3%. RXN SMILES: [CH2:1]([P:12](=[O:21])([O:17][CH:18]([CH3:20])[CH3:19])[O:13][CH:14]([CH3:16])[CH3:15])[P:2](=[O:11])([O:7][CH:8]([CH3:10])[CH3:9])[O:3][CH:4]([CH3:6])[CH3:5].C=O.[CH3:24]NC>CO>[C:1]([P:2](=[O:11])([O:7][CH:8]([CH3:9])[CH3:10])[O:3][CH:4]([CH3:6])[CH3:5])([P:12](=[O:21])([O:13][CH:14]([CH3:16])[CH3:15])[O:17][CH:18]([CH3:20])[CH3:19])=[CH2:24]. Reported procedure: 11.95 g (34.7 mmol) of tetraisopropyl methylenebisphosphonate, 5.2 g (173.5 mmol) of paraformaldehyde and 2.54 g (34.7 mmol) of dimethylamine are combined with the same reactants and at the same conditions as described above in Example I. This mixture is then refluxed for 117 hours. After the methanol has been eliminated as described above in Example I, 3.0 g of tetraisopropyl ethenylidenebisphosphonate is produced as a clear liquid. Starting materials: NC1=CC(=C(C(=O)NC2=CC=C(C=C2)Br)C=C1[N+](=O)[O-])OC (4-amino-N-(4-bromophenyl)-2-methoxy-5-nitrobenzamide), C1CCOC1 (THF), CCO (EtOH). Reagents/catalysts: [Fe] (Fe). Run in CC(=O)O (AcOH). Reaction conditions: temperature 100 celsius, time 15 minute. The product is NC1=CC(=C(C(=O)NC2=CC=C(C=C2)Br)C=C1N)OC (4,5-Diamino-N-(4-bromophenyl)-2-methoxybenzamide). RXN SMILES: [NH2:1][C:2]1[C:17]([N+:18]([O-])=O)=[CH:16][C:5]([C:6]([NH:8][C:9]2[CH:14]=[CH:13][C:12]([Br:15])=[CH:11][CH:10]=2)=[O:7])=[C:4]([O:21][CH3:22])[CH:3]=1.C1COCC1.CCO>[Fe].CC(O)=O>[NH2:1][C:2]1[C:17]([NH2:18])=[CH:16][C:5]([C:6]([NH:8][C:9]2[CH:14]=[CH:13][C:12]([Br:15])=[CH:11][CH:10]=2)=[O:7])=[C:4]([O:21][CH3:22])[CH:3]=1. Procedure details: A mixture of 4-amino-N-(4-bromophenyl)-2-methoxy-5-nitrobenzamide (1.30 g; 3.55 mmol), THF (80 mL) and EtOH (50 mL) was treated with AcOH (3 mL) and stirred for 15 min at 100° C. To the warm mixture, Fe (1.30 g; 23.3 mmol) was carefully added in portions and the resulting mixture was heated for 2 h at 100° C. The mixture was cooled, filtered through celite and concentrated to give the crude sub-title compound. Reactants: [H-].[H-].[H-].[H-].[Li+].[Al+3] (LiAlH4), S(N)(=O)(=O)C1=CC=C(C(=O)O)C=C1 (4-sulphamoyl-benzoic acid). The solvent is C1CCOC1 (THF), C1CCOC1 (THF). Reaction conditions: temperature 0 celsius. Yields the product OCC1=CC=C(C=C1)S(=O)(=O)N (4-hydroxymethyl-benzene-sulphonamide). Reaction SMILES: [H-].[H-].[H-].[H-].[Li+].[Al+3].[S:7]([C:11]1[CH:19]=[CH:18][C:14]([C:15](O)=[O:16])=[CH:13][CH:12]=1)(=[O:10])(=[O:9])[NH2:8]>C1COCC1>[OH:16][CH2:15][C:14]1[CH:13]=[CH:12][C:11]([S:7]([NH2:8])(=[O:9])=[O:10])=[CH:19][CH:18]=1 |f:0.1.2.3.4.5|. Procedure details: LiAlH4 (235 mg, 6.2 mmoles) was suspended in dry THF (10 mL) under nitrogen atmosphere. The suspension was cooled to 0° C. and 4-sulphamoyl-benzoic acid (500 mg, 2.48 mmoles, as a suspension in 10 mL of dry THF) was added. The resulting mixture was then refluxed for 18 hours. The reaction was quenched by addition of 3N HCl at 0° C. The quenched mixture was extracted with AcOEt, the organic layer was dried over Na2SO4 and evaporated to dryness. The crude material was purified by flash chromatogra... The reactants are COC(C1=C(C=C(C=C1)S(=O)(=O)N1CCC(CC1)NC(=O)OC(C)(C)C)F)=O (4-(4-Tert-Butoxycarbonylamino-piperidine-1-sulfonyl)-2-fluoro-benzoic acid methyl ester), O (water), [OH-].[Li+] (lithium hydroxide). Solvent: O1CCCC1 (tetrahydrofuran). Run at time 2 hour. Yields the product C(C)(C)(C)OC(=O)NC1CCN(CC1)S(=O)(=O)C1=CC(=C(C(=O)O)C=C1)F (4-(4-tert-Butoxycarbonylamino-piperidine-1-sulfonyl)-2-fluoro-benzoic acid). Isolated yield 101.9%. RXN SMILES: C[O:2][C:3](=[O:28])[C:4]1[CH:9]=[CH:8][C:7]([S:10]([N:13]2[CH2:18][CH2:17][CH:16]([NH:19][C:20]([O:22][C:23]([CH3:26])([CH3:25])[CH3:24])=[O:21])[CH2:15][CH2:14]2)(=[O:12])=[O:11])=[CH:6][C:5]=1[F:27].O.[OH-].[Li+]>O1CCCC1>[C:23]([O:22][C:20]([NH:19][CH:16]1[CH2:15][CH2:14][N:13]([S:10]([C:7]2[CH:8]=[CH:9][C:4]([C:3]([OH:28])=[O:2])=[C:5]([F:27])[CH:6]=2)(=[O:12])=[O:11])[CH2:18][CH2:17]1)=[O:21])([CH3:26])([CH3:24])[CH3:25] |f:2.3|. Reported procedure: 4-(4-Tert-Butoxycarbonylamino-piperidine-1-sulfonyl)-2-fluoro-benzoic acid methyl ester (0.8 g, 2.0 mmol) was added to a 1:1 mixture of water and tetrahydrofuran (20 ml) containing lithium hydroxide (0.8 g, 20.4 mmol) and the mixture was stirred at room temperature for 2 hours. After this time the mixture was concentrated to half the original volume and the remaining solution was acidified to pH 1 with 1M HCl. The resulting precipitate was collected by filtration, washed with water (10 ml) and d... Reactants: C[O-], CO, COc1ccc2nc(Cl)nc(Cl)c2c1, [Na+], O. Product: COc1ccc2nc(Cl)nc(OC)c2c1. Reaction SMILES: [CH3:15][O-:16].[CH3:19][OH:20].[Cl:1][c:2]1[n:3][c:4]2[cH:5][cH:6][c:7]([O:13][CH3:14])[cH:8][c:9]2[c:10]([Cl:12])[n:11]1.[Na+:17].[OH2:18]>>[Cl:1][c:2]1[n:3][c:4]2[cH:5][cH:6][c:7]([O:13][CH3:14])[cH:8][c:9]2[c:10]([O:16][CH3:15])[n:11]1. Reactants: IC=1C(=CC(=NC1)C(F)(F)F)O (5-iodo-2-(trifluoromethyl)pyridin-4-ol), O=P(Cl)(Cl)Cl (POCl3). Product: ClC1=CC(=NC=C1I)C(F)(F)F (4-chloro-5-iodo-2-(trifluoromethyl)pyridine). RXN SMILES: [I:1][C:2]1[C:3](O)=[CH:4][C:5]([C:8]([F:11])([F:10])[F:9])=[N:6][CH:7]=1.O=P(Cl)(Cl)[Cl:15]>>[Cl:15][C:3]1[C:2]([I:1])=[CH:7][N:6]=[C:5]([C:8]([F:11])([F:10])[F:9])[CH:4]=1. Procedure details: A solution of 5-iodo-2-(trifluoromethyl)pyridin-4-ol (4.8 g, 16.6 mmol) in POCl3 (30 mL) was heated to 100° C. for 30 minutes. The resulting solution was concentrated under vacuum and the residue was neutralized by the addition of ice and aqueous potassium carbonate. The solution was extracted with ethyl acetate, dried (Na2SO4), filtered and concentrated under vacuum to give 4-chloro-5-iodo-2-(trifluoromethyl)pyridine. Retention time (min)=2.594, method [1], MS(ESI) 307.9 (M+H).